Dataset: the Open Reaction Database (ORD), a public repository of structured organic reaction records. Task: describe an organic reaction: reactants, conditions, products, and yield Reported procedure: To 6-bromo-3-methyl-1,3-dihydro-2H-indol-2-one (11.2 g) were added acetic anhydride (12 ml) and xylene (120 ml), and the mixture was refluxed for 5 hours. After the reaction was complete, water was added to the reaction solution, and the mixture was extracted with ethyl acetate solution. This ethyl acetate solution was washed successively with water, a saturated aqueous sodium hydrogen carbonate solution and an aqueous sodium chloride solution, dried over magnesium sulfate, filtered, and concent... Product: C(C)(=O)N1C(C(C2=CC=C(C=C12)Br)C)=O (1-Acetyl-6-bromo-3-methyl-1,3-dihydro-2H-indol-2-one). The solvent is O (water). Reaction SMILES: [Br:1][C:2]1[CH:10]=[C:9]2[C:5]([CH:6]([CH3:12])[C:7](=[O:11])[NH:8]2)=[CH:4][CH:3]=1.[C:13](OC(=O)C)(=[O:15])[CH3:14].C1(C)C(C)=CC=CC=1>O>[C:13]([N:8]1[C:9]2[C:5](=[CH:4][CH:3]=[C:2]([Br:1])[CH:10]=2)[CH:6]([CH3:12])[C:7]1=[O:11])(=[O:15])[CH3:14]. Starting materials: BrC1=CC=C2C(C(NC2=C1)=O)C (6-bromo-3-methyl-1,3-dihydro-2H-indol-2-one), C(C)(=O)OC(C)=O (acetic anhydride), C=1(C(=CC=CC1)C)C (xylene). The reactants are CCOC(=O)C(CC(=O)NC(C)C)CC1(C(=O)NC2CCc3ccccc3N(CC(=O)OC(C)(C)C)C2=O)CCCC1, CCO, [K+], [Na+], [OH-], O, O=S(=O)([O-])O. Product: CC(C)NC(=O)CC(CC1(C(=O)NC2CCc3ccccc3N(CC(=O)OC(C)(C)C)C2=O)CCCC1)C(=O)O. As a reaction SMILES: [C:1]([CH3:2])([CH3:3])([CH3:4])[O:5][C:6]([CH2:7][N:8]1[C:9](=[O:41])[CH:10]([NH:19][C:20](=[O:21])[C:22]2([CH2:27][CH:28]([C:29](=[O:30])[O:31][CH2:32][CH3:33])[CH2:34][C:35](=[O:36])[NH:37][CH:38]([CH3:39])[CH3:40])[CH2:23][CH2:24][CH2:25][CH2:26]2)[CH2:11][CH2:12][c:13]2[c:14]1[cH:15][cH:16][cH:17][cH:18]2)=[O:42].[CH3:51][CH2:52][OH:53].[K+:50].[Na+:44].[OH-:43].[OH2:54].[S:45](=[O:46])(=[O:47])([OH:48])[O-:49]>>[C:1]([CH3:2])([CH3:3])([CH3:4])[O:5][C:6]([CH2:7][N:8]1[C:9](=[O:41])[CH:10]([NH:19][C:20](=[O:21])[C:22]2([CH2:27][CH:28]([C:29](=[O:30])[OH:31])[CH2:34][C:35](=[O:36])[NH:37][CH:38]([CH3:39])[CH3:40])[CH2:23][CH2:24][CH2:25][CH2:26]2)[CH2:11][CH2:12][c:13]2[c:14]1[cH:15][cH:16][cH:17][cH:18]2)=[O:42]. The reactants are OBO, Brc1cccc(Br)c1, CCOC(=O)C=C(C)c1ccc(I)cc1. The product is CCOC(=O)C=C(C)c1ccc(-c2cc(Br)cc(Br)c2)cc1. RXN SMILES: [BH:16]([OH:17])[OH:18].[Br:19][c:20]1[cH:21][cH:22][cH:23][c:24]([Br:26])[cH:25]1.[I:1][c:2]1[cH:3][cH:4][c:5]([C:8](=[CH:9][C:10](=[O:11])[O:12][CH2:13][CH3:14])[CH3:15])[cH:6][cH:7]1>>[c:2]1(-[c:22]2[cH:21][c:20]([Br:19])[cH:25][c:24]([Br:26])[cH:23]2)[cH:3][cH:4][c:5]([C:8](=[CH:9][C:10](=[O:11])[O:12][CH2:13][CH3:14])[CH3:15])[cH:6][cH:7]1. The reactants are CC1(OB(OC1(C)C)C=1C=C2CCC(C2=CC1)=O)C (5-(4,4,5,5-tetramethyl-1,3,2-dioxaborolan-2-yl)indan-1-one), ClC1=NC=C(C=N1)C (2-chloro-5-methylpyrimidine), C([O-])([O-])=O.[Na+].[Na+] (sodium carbonate), O1CCOCC1 (dioxane). The reagents and catalysts are C1(=CC=CC=C1)P(C1=CC=CC=C1)C1=CC=CC=C1.C1(=CC=CC=C1)P(C1=CC=CC=C1)C1=CC=CC=C1.C1(=CC=CC=C1)P(C1=CC=CC=C1)C1=CC=CC=C1.C1(=CC=CC=C1)P(C1=CC=CC=C1)C1=CC=CC=C1.[Pd] (Palladium tetrakis(triphenylphosphine)). Solvent: O (water). The product is CC=1C=NC(=NC1)C=1C=C2CCC(C2=CC1)=O (5-(5-Methyl-pyrimidin-2-yl)-indan-1-one). RXN SMILES: CC1(C)C(C)(C)OB([C:9]2[CH:10]=[C:11]3[C:15](=[CH:16][CH:17]=2)[C:14](=[O:18])[CH2:13][CH2:12]3)O1.Cl[C:21]1[N:26]=[CH:25][C:24]([CH3:27])=[CH:23][N:22]=1.C(=O)([O-])[O-].[Na+].[Na+].O1CCOCC1>C1(P(C2C=CC=CC=2)C2C=CC=CC=2)C=CC=CC=1.C1(P(C2C=CC=CC=2)C2C=CC=CC=2)C=CC=CC=1.C1(P(C2C=CC=CC=2)C2C=CC=CC=2)C=CC=CC=1.C1(P(C2C=CC=CC=2)C2C=CC=CC=2)C=CC=CC=1.[Pd].O>[CH3:27][C:24]1[CH:23]=[N:22][C:21]([C:9]2[CH:10]=[C:11]3[C:15](=[CH:16][CH:17]=2)[C:14](=[O:18])[CH2:13][CH2:12]3)=[N:26][CH:25]=1 |f:2.3.4,6.7.8.9.10|. Reported procedure: To a 100 mL round-bottomed flask was added 5-(4,4,5,5-tetramethyl-1,3,2-dioxaborolan-2-yl)indan-1-one (SM-1a, 1.50 g, 5.81 mmol), 2-chloro-5-methylpyrimidine (747 mg, 5.81 mmol), sodium carbonate (2.47 g, 23.3 mmol), 27 mL of dioxane, and 3 mL of water. The mixture was degassed with nitrogen for 15 minutes. Palladium tetrakis(triphenylphosphine) (356 mg, 0.31 mmol) was added and the mixture was degassed with nitrogen for an additional 15 minutes. The reaction was heated at reflux overnight. The ... Starting materials: resultant solution, TEA, 331.1, ClC1=NC=C(C(=N1)Cl)C(F)(F)F (2,4-dichloro-5-trifluoromethyl-pyrimidine), NC1=CC=C(C(=O)NC)C=C1 (4-amino-N-methyl-benzamide). The reagents and catalysts are [Zn+2].[Br-].[Br-] (ZnBr2). Solvent: CC(C)(C)O.ClCCCl (t-BuOH DCE). Run at temperature 5 celsius, time 30 minute. Yields the product ClC1=NC(=NC=C1C(F)(F)F)NC1=CC=C(C(=O)NC)C=C1 (4-(4-chloro-5-(trifluoromethyl)pyrimidin-2-ylamino)-N-methylbenzamide). RXN SMILES: Cl[C:2]1[N:7]=[C:6]([Cl:8])[C:5]([C:9]([F:12])([F:11])[F:10])=[CH:4][N:3]=1.[NH2:13][C:14]1[CH:23]=[CH:22][C:17]([C:18]([NH:20][CH3:21])=[O:19])=[CH:16][CH:15]=1>[Zn+2].[Br-].[Br-].CC(O)(C)C.ClCCCl>[Cl:8][C:6]1[C:5]([C:9]([F:12])([F:11])[F:10])=[CH:4][N:3]=[C:2]([NH:13][C:14]2[CH:15]=[CH:16][C:17]([C:18]([NH:20][CH3:21])=[O:19])=[CH:22][CH:23]=2)[N:7]=1 |f:2.3.4,5.6|. Procedure details: A solution of 2,4-dichloro-5-trifluoromethyl-pyrimidine (8.63 mmol) in 1:1 t-BuOH/DCE (10 mL) was cooled to 5° C., treated with solid ZnBr2 (22.5 mmol), and stirred at 5° C. for 30 minutes. The resultant solution was maintained at 5° C. and treated first with solid 4-amino-N-methyl-benzamide (7.5 mmol) followed by TEA (16.5 mmol). The resultant white mixture was allowed to warm 25° C., and it was mixed at 25° C. for 20 hours. The mixture was adsorbed onto silica gel, and the fraction eluting 0-1... The reactants are C(C)(C)(C)OC(N(C1=CC=NC=C1)CCOC1=CC(=CC(=C1)Cl)C(N(C1CCCC1)CCCC(N)=O)=O)=O ((2-{3-[(3-carbamoyl-propyl)-cyclopentyl-carbamoyl]-5-chloro-phenoxy}-ethyl)-pyridin-4-yl-carbamic acid tert-butyl ester), FC(C(=O)O)(F)F (trifluoroacetic acid). Run in ClCCl (dichloromethane). Run at time 2 hour. The product is FC(C(=O)O)(F)F.C(N)(=O)CCCN(C(C1=CC(=CC(=C1)OCCNC1=CC=NC=C1)Cl)=O)C1CCCC1 (N-(3-Carbamoyl-propyl)-3-chloro-N-cyclopentyl-5-[2-(pyridin-4-ylamino)-ethoxy]-benzamide trifluoroacetate). As a reaction SMILES: C(OC(=O)[N:7]([CH2:14][CH2:15][O:16][C:17]1[CH:22]=[C:21]([Cl:23])[CH:20]=[C:19]([C:24](=[O:37])[N:25]([CH2:31][CH2:32][CH2:33][C:34](=[O:36])[NH2:35])[CH:26]2[CH2:30][CH2:29][CH2:28][CH2:27]2)[CH:18]=1)[C:8]1[CH:13]=[CH:12][N:11]=[CH:10][CH:9]=1)(C)(C)C.[F:39][C:40]([F:45])([F:44])[C:41]([OH:43])=[O:42]>ClCCl>[F:39][C:40]([F:45])([F:44])[C:41]([OH:43])=[O:42].[C:34]([CH2:33][CH2:32][CH2:31][N:25]([CH:26]1[CH2:27][CH2:28][CH2:29][CH2:30]1)[C:24](=[O:37])[C:19]1[CH:18]=[C:17]([O:16][CH2:15][CH2:14][NH:7][C:8]2[CH:13]=[CH:12][N:11]=[CH:10][CH:9]=2)[CH:22]=[C:21]([Cl:23])[CH:20]=1)(=[O:36])[NH2:35] |f:3.4|. Reported procedure: A solution of (2-{3-[(3-carbamoyl-propyl)-cyclopentyl-carbamoyl]-5-chloro-phenoxy}-ethyl)-pyridin-4-yl-carbamic acid tert-butyl ester (0.040 g) in a mixture of dichloromethane (1 ml) and trifluoroacetic acid (1 ml) was stored at room temperature for 2 h and then concentrated under reduced pressure to give the title compound (0.040 g) as a colourless gum.